This data is from the Open Reaction Database (ORD), a public repository of structured organic reaction records. The task is: describe an organic reaction: reactants, conditions, products, and yield Starting materials: C1CCNCC1, BrC1=CC(CN2C(N[C@H]3CCC[C@H]3O)=NC4=C2C(N(CC)C(N4CCO)=O)=O)=CC=C1OC. The reagents and catalysts are CC(C)(C)[O-].[Na+], CC1=CC=CC=C1P(C2=CC=CC=C2C)C3=CC=CC=C3C.CC1=CC=CC=C1P(C2=CC=CC=C2C)C3=CC=CC=C3C.Cl[Pd]Cl. Run in CC1=CC=CC=C1  , CC1=CC=CC=C1  . Reaction conditions: temperature 100 celsius, time 16 hour. Yields the product O[C@@H]1CCC[C@@H]1NC(N2CC3=CC=C(OC)C(N4CCCCC4)=C3)=NC5=C2C(N(CC)C(N5CCO)=O)=O. Isolated yield 41.0%.